From a dataset of the Open Reaction Database (ORD), a public repository of structured organic reaction records. describe an organic reaction: reactants, conditions, products, and yield The reactants are BrC1=CC=C(C=C1)C1=NOC(C1)CNC(=O)C=1SC(=CC1)Cl (5-Chloro-thiophene-2-carboxylic acid [3-(4-bromo-phenyl)-4,5-dihydro-isoxazol-5-ylmethyl]-amide), C(=O)C1=C(C=CC=C1)B(O)O (2-formylphenylboronic acid), C(=O)([O-])[O-].[K+].[K+] (K2CO3), [Br-] (bromide). Reagents/catalysts: C=1C=CC(=CC1)[P](C=2C=CC=CC2)(C=3C=CC=CC3)[Pd]([P](C=4C=CC=CC4)(C=5C=CC=CC5)C=6C=CC=CC6)([P](C=7C=CC=CC7)(C=8C=CC=CC8)C=9C=CC=CC9)[P](C=1C=CC=CC1)(C=1C=CC=CC1)C=1C=CC=CC1 (Pd(PPh3)4). The solvent is COCCOCCOC (diglyme), O (water). The product is C(=O)C1=C(C=CC=C1)C1=CC=C(C=C1)C1=NOC(C1)CNC(=O)C=1SC(=CC1)Cl (5-Chloro-thiophene-2-carboxylic acid [3-(2′-formyl-biphenyl-4-yl)-4,5-dihydro-isoxazol-5-ylmethyl]-amide). Reaction SMILES: Br[C:2]1[CH:7]=[CH:6][C:5]([C:8]2[CH2:12][CH:11]([CH2:13][NH:14][C:15]([C:17]3[S:18][C:19]([Cl:22])=[CH:20][CH:21]=3)=[O:16])[O:10][N:9]=2)=[CH:4][CH:3]=1.[CH:23]([C:25]1[CH:30]=[CH:29][CH:28]=[CH:27][C:26]=1B(O)O)=[O:24].C([O-])([O-])=O.[K+].[K+].[Br-]>COCCOCCOC.O.C1C=CC([P]([Pd]([P](C2C=CC=CC=2)(C2C=CC=CC=2)C2C=CC=CC=2)([P](C2C=CC=CC=2)(C2C=CC=CC=2)C2C=CC=CC=2)[P](C2C=CC=CC=2)(C2C=CC=CC=2)C2C=CC=CC=2)(C2C=CC=CC=2)C2C=CC=CC=2)=CC=1>[CH:23]([C:25]1[CH:30]=[CH:29][CH:28]=[CH:27][C:26]=1[C:2]1[CH:7]=[CH:6][C:5]([C:8]2[CH2:12][CH:11]([CH2:13][NH:14][C:15]([C:17]3[S:18][C:19]([Cl:22])=[CH:20][CH:21]=3)=[O:16])[O:10][N:9]=2)=[CH:4][CH:3]=1)=[O:24] |f:2.3.4,^1:54,56,75,94|. Procedure: Aryl bromide (Example 1, 200 mg, 0.50 mmol), 2-formylphenylboronic acid (90 mg, 0.60 mmol) and K2CO3 (106 mg, 1.0 mmol) were diluted with diglyme (5 mL) and water (1 mL). The mixture was degassed for 3-5 min, then treated with Pd(PPh3)4 (58 mg, 0.05 mmol) and heated to 120° C. until all starting bromide was consumed as determined by HPLC. The resulting mixture was diluted with water, filtered and the remaining solids purified by silica gel chromatography (0-10% Ethyl acetate/dichloromethane) aff... Starting materials: O=C([O-])[O-], CC#N, Cc1nc(C)c(Cl)c(NCc2nccc(SCCCSCCCl)c2C)n1, Cl, [Na+], [Na+], Sc1ncccn1. As a reaction SMILES: [C:35](=[O:36])([O-:37])[O-:38].[C:41](#[N:42])[CH3:43].[Cl:2][c:3]1[c:4]([NH:11][CH2:12][c:13]2[n:14][cH:15][cH:16][c:17]([S:20][CH2:21][CH2:22][CH2:23][S:24][CH2:25][CH2:26][Cl:27])[c:18]2[CH3:19])[n:5][c:6]([CH3:10])[n:7][c:8]1[CH3:9].[ClH:1].[Na+:39].[Na+:40].[SH:28][c:29]1[n:30][cH:31][cH:32][cH:33][n:34]1>>[Cl:2][c:3]1[c:4]([NH:11][CH2:12][c:13]2[n:14][cH:15][cH:16][c:17]([S:20][CH2:21][CH2:22][CH2:23][S:24][CH2:25][CH2:26][S:28][c:29]3[n:30][cH:31][cH:32][cH:33][n:34]3)[c:18]2[CH3:19])[n:5][c:6]([CH3:10])[n:7][c:8]1[CH3:9]. Yields the product Cc1nc(C)c(Cl)c(NCc2nccc(SCCCSCCSc3ncccn3)c2C)n1.